Dataset: the Open Reaction Database (ORD), a public repository of structured organic reaction records. Task: describe an organic reaction: reactants, conditions, products, and yield Starting materials: S(O)(O)(=O)=O (sulfuric acid), CC=1C(=NC=CC1)SC=1C=C(C(=NC1)C#N)OC=1C(=NC=CC1)C (5-(3-methylpyridin-2-ylthio)-3-(2-methylpyridin-3-yloxy)picolinonitrile), [OH-].[Na+] (NaOH). Yields the product CC=1C(=NC=CC1)SC=1C=C(C(=NC1)C(=O)N)OC=1C(=NC=CC1)C (5-(3-methylpyridin-2-ylthio)-3-(2-methylpyridin-3-yloxy)picolinamide). The yield is 94.9%. RXN SMILES: S(=O)(=O)(O)O.[CH3:6][C:7]1[C:8]([S:13][C:14]2[CH:15]=[C:16]([O:22][C:23]3[C:24]([CH3:29])=[N:25][CH:26]=[CH:27][CH:28]=3)[C:17]([C:20]#[N:21])=[N:18][CH:19]=2)=[N:9][CH:10]=[CH:11][CH:12]=1.[OH-:30].[Na+]>>[CH3:6][C:7]1[C:8]([S:13][C:14]2[CH:15]=[C:16]([O:22][C:23]3[C:24]([CH3:29])=[N:25][CH:26]=[CH:27][CH:28]=3)[C:17]([C:20]([NH2:21])=[O:30])=[N:18][CH:19]=2)=[N:9][CH:10]=[CH:11][CH:12]=1 |f:2.3|. Procedure: Concentrated sulfuric acid (8 mL) was added to 5-(3-methylpyridin-2-ylthio)-3-(2-methylpyridin-3-yloxy)picolinonitrile (1.40 g, 4.19 mmol). The reaction was stirred over the weekend, then poured onto ice (100 g), cooled in an ice bath and made basic to pH 10 with 50% NaOH. The reaction mixture was extracted with ethyl acetate, washed with brine, dried (MgSO4), and concentrated to afford 5-(3-methylpyridin-2-ylthio)-3-(2-methylpyridin-3-yloxy)picolinamide (1.40 g, 3.97 mmol, 94.9% yield) as a col... Reported procedure: To a stirred mixture of tert-butyl 5-iodo-1H-indole-1-carboxylate (1.5 g, 4.3 mmol), Xant Phos (0.25 g, 0.43 mmol) and 2-pyrrolidinone (0.74 g, 8.7 mmol) in anhydrous dioxane (15 mL), cesium carbonate (2.8 g, 8.7 mmol) was added and the contents were stirred for 5 minutes. Tris(dibenzylideneacetone)-dipalladium (0)chloroform adduct (0.452 g, 0.437 mmol) was added and the reaction mixture was stirred at 110-115° C. for 6 h. The reaction mixture was cooled to room temperature and filtered over cel... Yields the product O=C1N(CCC1)C=1C=C2C=CN(C2=CC1)C(=O)OC(C)(C)C (tert-butyl 5-(2-oxopyrrolidin-1-yl)-1H-indole-1-carboxylate). The reagents and catalysts are C1=CC=C(C=C1)/C=C/C(=O)/C=C/C2=CC=CC=C2.C1=CC=C(C=C1)/C=C/C(=O)/C=C/C2=CC=CC=C2.C1=CC=C(C=C1)/C=C/C(=O)/C=C/C2=CC=CC=C2.C(Cl)(Cl)Cl.[Pd].[Pd] (Tris(dibenzylideneacetone)-dipalladium (0)chloroform adduct). Run at time 5 minute. Starting materials: IC=1C=C2C=CN(C2=CC1)C(=O)OC(C)(C)C (tert-butyl 5-iodo-1H-indole-1-carboxylate), N1C(CCC1)=O (2-pyrrolidinone), C([O-])([O-])=O.[Cs+].[Cs+] (cesium carbonate). The yield is 61.9%. The solvent is O1CCOCC1 (dioxane). Reaction SMILES: I[C:2]1[CH:3]=[C:4]2[C:8](=[CH:9][CH:10]=1)[N:7]([C:11]([O:13][C:14]([CH3:17])([CH3:16])[CH3:15])=[O:12])[CH:6]=[CH:5]2.[NH:18]1[CH2:22][CH2:21][CH2:20][C:19]1=[O:23].C(=O)([O-])[O-].[Cs+].[Cs+]>O1CCOCC1.C1C=CC(/C=C/C(/C=C/C2C=CC=CC=2)=O)=CC=1.C1C=CC(/C=C/C(/C=C/C2C=CC=CC=2)=O)=CC=1.C1C=CC(/C=C/C(/C=C/C2C=CC=CC=2)=O)=CC=1.C(Cl)(Cl)Cl.[Pd].[Pd]>[O:23]=[C:19]1[CH2:20][CH2:21][CH2:22][N:18]1[C:2]1[CH:3]=[C:4]2[C:8](=[CH:9][CH:10]=1)[N:7]([C:11]([O:13][C:14]([CH3:17])([CH3:16])[CH3:15])=[O:12])[CH:6]=[CH:5]2 |f:2.3.4,6.7.8.9.10.11|. Starting materials: C1CCOC1, CO, C=CC1CC1(NC(=O)C1CC(OC(=O)N2Cc3cccc(F)c3C2)CN1C(=O)C(NC(=O)OC1CCCC1)C(C)(C)C)C(=O)OC, [Li+], [OH-], O. Product: C=CC1CC1(NC(=O)C1CC(OC(=O)N2Cc3cccc(F)c3C2)CN1C(=O)C(NC(=O)OC1CCCC1)C(C)(C)C)C(=O)O. Reaction SMILES: [CH2:49]1[O:50][CH2:51][CH2:52][CH2:53]1.[CH3:54][OH:55].[CH:1]1([O:6][C:7](=[O:8])[NH:9][CH:10]([C:11](=[O:12])[N:13]2[CH2:14][CH:15]([O:30][C:31](=[O:32])[N:33]3[CH2:34][c:35]4[cH:36][cH:37][cH:38][c:39]([F:42])[c:40]4[CH2:41]3)[CH2:16][CH:17]2[C:18]([NH:19][C:20]2([C:25](=[O:26])[O:27][CH3:28])[CH:21]([CH:23]=[CH2:24])[CH2:22]2)=[O:29])[C:43]([CH3:44])([CH3:45])[CH3:46])[CH2:2][CH2:3][CH2:4][CH2:5]1.[Li+:47].[OH-:48].[OH2:56]>>[CH:1]1([O:6][C:7](=[O:8])[NH:9][CH:10]([C:11](=[O:12])[N:13]2[CH2:14][CH:15]([O:30][C:31](=[O:32])[N:33]3[CH2:34][c:35]4[cH:36][cH:37][cH:38][c:39]([F:42])[c:40]4[CH2:41]3)[CH2:16][CH:17]2[C:18]([NH:19][C:20]2([C:25](=[O:26])[OH:27])[CH:21]([CH:23]=[CH2:24])[CH2:22]2)=[O:29])[C:43]([CH3:44])([CH3:45])[CH3:46])[CH2:2][CH2:3][CH2:4][CH2:5]1. The solvent is C(Cl)Cl (CH2Cl2). Starting materials: C(=O)(O)[O-].[Na+] (NaHCO3), NCCOC=1C=C(C(=O)N2CCC(CC2)CC2(C(N=C(S2)N[C@@H]2C3CCC(C2)C3)=O)C)C=CC1 (5-((1-(3-(2-aminoethoxy)benzoyl)piperidin-4-yl)methyl)-2-((2S)-bicyclo[2.2.1]heptan-2-ylamino)-5-methylthiazol-4(5H)-one), C(=O)([O-])[O-].[K+].[K+] (K2CO3), ClCCOCCCl (1-chloro-2-(2-chloroethoxy)ethane). Reported procedure: A mixture of 5-((1-(3-(2-aminoethoxy)benzoyl)piperidin-4-yl)methyl)-2-((2S)-bicyclo[2.2.1]heptan-2-ylamino)-5-methylthiazol-4(5H)-one (100 mg, 0.207 mmol), K2CO3 (114 mg, 0.83 mmol), KI (Aldrich, 6.9 mg, 0.041 mmol), 1-chloro-2-(2-chloroethoxy)ethane (Aldrich, 38 mg, 0.27 mmol) in CH2Cl2 (3 mL) was heated at reflux for 10 d. Saturated NaHCO3 (50 mL) was added, and the crude product was extracted with CH2Cl2 (4×60 mL). The combined organic layers were washed with brine, dried over Na2SO4, filtere... Reaction SMILES: [NH2:1][CH2:2][CH2:3][O:4][C:5]1[CH:6]=[C:7]([CH:32]=[CH:33][CH:34]=1)[C:8]([N:10]1[CH2:15][CH2:14][CH:13]([CH2:16][C:17]2([CH3:31])[S:21][C:20]([NH:22][C@H:23]3[CH2:28][CH:27]4[CH2:29][CH:24]3[CH2:25][CH2:26]4)=[N:19][C:18]2=[O:30])[CH2:12][CH2:11]1)=[O:9].C([O-])([O-])=O.[K+].[K+].Cl[CH2:42][CH2:43][O:44][CH2:45][CH2:46]Cl.C([O-])(O)=O.[Na+]>C(Cl)Cl>[CH:24]12[CH2:29][CH:27]([CH2:26][CH2:25]1)[CH2:28][C@@H:23]2[NH:22][C:20]1[S:21][C:17]([CH3:31])([CH2:16][CH:13]2[CH2:14][CH2:15][N:10]([C:8](=[O:9])[C:7]3[CH:32]=[CH:33][CH:34]=[C:5]([O:4][CH2:3][CH2:2][N:1]4[CH2:46][CH2:45][O:44][CH2:43][CH2:42]4)[CH:6]=3)[CH2:11][CH2:12]2)[C:18](=[O:30])[N:19]=1 |f:1.2.3,5.6|. The product is C12[C@H](CC(CC1)C2)NC=2SC(C(N2)=O)(CC2CCN(CC2)C(C2=CC(=CC=C2)OCCN2CCOCC2)=O)C (2-((2S)-Bicyclo[2.2.1]heptan-2-ylamino)-5-methyl-5-((1-(3-(2-morpholinoethoxy)benzoyl)piperidin-4-yl)methyl)thiazol-4(5H)-one). Starting materials: Cl.NCC(=O)C1=CC(=CC=C1)C(F)(F)F (2-amino-1-(3-(trifluoromethyl)phenyl)ethanone hydrochloride), CN1CCOCC1 (N-methylmorpholine), C(C)(C)(C)OC(=O)N1CCC(CC1)C(=O)O (1-(tert-butoxycarbonyl)piperidine-4-carboxylic acid), ClC(=O)OCC(C)C (isobutyl chloroformate). The solvent is C1CCOC1 (THF). Run at time 5 minute. Product: O=C(CNC(=O)C1CCN(CC1)C(=O)OC(C)(C)C)C1=CC(=CC=C1)C(F)(F)F (tert-butyl 4-(2-oxo-2-(3-(trifluoromethyl)phenyl)ethylcarbamoyl)piperidine-1-carboxylate). The yield is 60.1%. Reaction SMILES: CN1CCOCC1.[C:8]([O:12][C:13]([N:15]1[CH2:20][CH2:19][CH:18]([C:21]([OH:23])=O)[CH2:17][CH2:16]1)=[O:14])([CH3:11])([CH3:10])[CH3:9].ClC(OCC(C)C)=O.Cl.[NH2:33][CH2:34][C:35]([C:37]1[CH:42]=[CH:41][CH:40]=[C:39]([C:43]([F:46])([F:45])[F:44])[CH:38]=1)=[O:36]>C1COCC1>[O:36]=[C:35]([C:37]1[CH:42]=[CH:41][CH:40]=[C:39]([C:43]([F:44])([F:45])[F:46])[CH:38]=1)[CH2:34][NH:33][C:21]([CH:18]1[CH2:17][CH2:16][N:15]([C:13]([O:12][C:8]([CH3:9])([CH3:10])[CH3:11])=[O:14])[CH2:20][CH2:19]1)=[O:23] |f:3.4|. Reported procedure: Add N-methylmorpholine (13.0 mL, 118 mmol) to a solution of 1-(tert-butoxycarbonyl)piperidine-4-carboxylic acid (11.2 g, 48.8 mmol) in THF (400 mL) at −10° C. and stir for 5 min. Add isobutyl chloroformate (5.1 mL, 38.8 mmol) and continue stirring at −10° C. for 2 h. Add 2-amino-1-(3-(trifluoromethyl)phenyl)ethanone hydrochloride (9.35 g, 39.0 mmol) and continue stirring for 1 h. Add methylene chloride (500 mL) to the mixture and filter. Wash the filtrate with sat. aqueous sodium bicarbonate (40... As a reaction SMILES: [CH3:15][I:16].[CH3:17][N:18]([CH3:19])[CH:20]=[O:21].[CH3:1][c:2]1[nH:3][c:4]2[c:5]([n:6]1)[cH:7][c:8]([F:12])[c:9]([F:11])[cH:10]2.[H-:13].[Na+:14]>>[CH3:1][c:2]1[n:3][c:4]2[c:5]([n:6]1[CH3:15])[cH:7][c:8]([F:12])[c:9]([F:11])[cH:10]2. Yields the product Cc1nc2cc(F)c(F)cc2n1C. Reactants: CI, CN(C)C=O, Cc1nc2cc(F)c(F)cc2[nH]1, [H-], [Na+].